This data is from the Open Reaction Database (ORD), a public repository of structured organic reaction records. The task is: describe an organic reaction: reactants, conditions, products, and yield Starting materials: O=C([O-])[O-], CCc1nc(C=Cc2cn(-c3ccccc3)nc2O)cs1, CN(C)C=O, COc1cc(CCl)ccc1OCc1nc(-c2cccc([N+](=O)[O-])c2)oc1C, [K+], [K+], O. The product is CCc1nc(C=Cc2cn(-c3ccccc3)nc2OCc2ccc(OCc3nc(-c4cccc([N+](=O)[O-])c4)oc3C)c(OC)c2)cs1. RXN SMILES: [C:49](=[O:50])([O-:51])[O-:52].[CH2:28]([CH3:29])[c:30]1[s:31][cH:32][c:33]([CH:35]=[CH:36][c:37]2[c:38]([OH:48])[n:39][n:40](-[c:42]3[cH:43][cH:44][cH:45][cH:46][cH:47]3)[cH:41]2)[n:34]1.[CH3:55][N:56]([CH3:57])[CH:58]=[O:59].[Cl:1][CH2:2][c:3]1[cH:4][c:5]([O:26][CH3:27])[c:6]([O:7][CH2:8][c:9]2[n:10][c:11](-[c:15]3[cH:16][c:17]([N+:21](=[O:22])[O-:23])[cH:18][cH:19][cH:20]3)[o:12][c:13]2[CH3:14])[cH:24][cH:25]1.[K+:53].[K+:54].[OH2:60]>>[CH2:2]([c:3]1[cH:4][c:5]([O:26][CH3:27])[c:6]([O:7][CH2:8][c:9]2[n:10][c:11](-[c:15]3[cH:16][c:17]([N+:21](=[O:22])[O-:23])[cH:18][cH:19][cH:20]3)[o:12][c:13]2[CH3:14])[cH:24][cH:25]1)[O:48][c:38]1[c:37]([CH:36]=[CH:35][c:33]2[cH:32][s:31][c:30]([CH2:28][CH3:29])[n:34]2)[cH:41][n:40](-[c:42]2[cH:43][cH:44][cH:45][cH:46][cH:47]2)[n:39]1. The reactants are BrC1=CC=C2C=CN=C(C2=C1)Cl (7-Bromo-1-chloroisoquinoline), BrC=1C=C2C=CN=C(C2=CC1)OC1=CC=CC=C1 (6-Bromo-1-phenoxyisoquinoline). The product is BrC1=CC=C2C=CN=C(C2=C1)OC1=CC=CC=C1 (7-Bromo-1-phenoxyisoquinoline). As a reaction SMILES: [Br:1][C:2]1[CH:11]=[C:10]2[C:5]([CH:6]=[CH:7][N:8]=[C:9]2Cl)=[CH:4][CH:3]=1.BrC1C=C2C(=CC=1)C([O:24][C:25]1[CH:30]=[CH:29][CH:28]=[CH:27][CH:26]=1)=NC=C2>>[Br:1][C:2]1[CH:11]=[C:10]2[C:5]([CH:6]=[CH:7][N:8]=[C:9]2[O:24][C:25]2[CH:30]=[CH:29][CH:28]=[CH:27][CH:26]=2)=[CH:4][CH:3]=1. Procedure: Compound 37c was prepared from 37b using the procedure described for 1c. 1H-NMR 200 MHz (CDCl3) δ: 6.76-6.97 (2H, m), 7.18-8.09 (7H, m), 8.60-8.64 (1H, m). Reactants: Brc1nc2c(Oc3ccccc3)cccc2s1, CC(C)=O, CCO, CC[O-], Cl, [Na+], [Na]. Product: O=c1[nH]c2c(Oc3ccccc3)cccc2s1. RXN SMILES: [Br:6][c:7]1[s:8][c:9]2[c:10]([n:11]1)[c:12]([O:16][c:17]1[cH:18][cH:19][cH:20][cH:21][cH:22]1)[cH:13][cH:14][cH:15]2.[CH3:24][C:25](=[O:26])[CH3:27].[CH3:28][CH2:29][OH:30].[CH3:2][CH2:3][O-:4].[ClH:23].[Na+:1].[Na:5]>>[O:4]=[c:7]1[s:8][c:9]2[c:10]([nH:11]1)[c:12]([O:16][c:17]1[cH:18][cH:19][cH:20][cH:21][cH:22]1)[cH:13][cH:14][cH:15]2. Starting materials: FC1=CC=C(C=C1)C=1N=C2OC=CN2C1C(C)=O (1-[6-(4-fluorophenyl)imidazo[2,1-b][1,3]oxazol-5-yl]ethanone). The solvent is COC(N(C)C)OC (N,N-dimethylformamide dimethyl acetal). Yields the product CN(C=CC(=O)C1=C(N=C2OC=CN21)C2=CC=C(C=C2)F)C (3-(dimethylamino)-1-[6-(4-fluorophenyl)imidazo[2,1-b][1,3]oxazol-5-yl]prop-2-en-1-one). RXN SMILES: [F:1][C:2]1[CH:7]=[CH:6][C:5]([C:8]2[N:9]=[C:10]3[N:14]([C:15]=2[C:16](=[O:18])[CH3:17])[CH:13]=[CH:12][O:11]3)=[CH:4][CH:3]=1>COC(OC)N(C)C>[CH3:13][N:14]([CH3:15])[CH:10]=[CH:17][C:16]([C:15]1[N:14]2[C:10]([O:11][CH:12]=[CH:13]2)=[N:9][C:8]=1[C:5]1[CH:4]=[CH:3][C:2]([F:1])=[CH:7][CH:6]=1)=[O:18]. Procedure: A solution of 1-[6-(4-fluorophenyl)imidazo[2,1-b][1,3]oxazol-5-yl]ethanone (0.0374 g, 0.000153 mol) in N,N-dimethylformamide dimethyl acetal (3.0 ml) was heated to 100° C. for 24 hrs. HPLC showed complete consumption of the starting material. The volatiles were removed in vacuo, yielding a brown solid (0.046 g, quantitative). M.p.=187-189° C.; 300 MHz 1H NMR (CDCl3) δ 8.03 (s, 1H), 7.72-7.64 (m, 3H), 7.46 (s, 1H), 7.13-7.10 (m, 2H), 5.19 (d, J=12.5 Hz, 1H), 3.07 (bs, 3H), 2.55 (bs, 3H). LCMS: 30... Reactants: ClCCl, O=C(O)C(F)(F)F, O, CNC1=NC=NC2C1C(c1cccc(O)c1)=CN2CCC(=O)OC(C)(C)C. The product is CNC1=NC=NC2C1C(c1cccc(O)c1)=CN2CCC(=O)O. Reaction SMILES: [Cl:35][CH2:36][Cl:37].[F:28][C:29]([F:30])([F:31])[C:32]([OH:33])=[O:34].[OH2:38].[OH:1][c:2]1[cH:3][c:4]([C:8]2=[CH:9][N:10]([CH2:19][CH2:20][C:21](=[O:22])[O:23][C:24]([CH3:25])([CH3:26])[CH3:27])[CH:11]3[N:12]=[CH:13][N:14]=[C:15]([NH:17][CH3:18])[CH:16]23)[cH:5][cH:6][cH:7]1>>[OH:1][c:2]1[cH:3][c:4]([C:8]2=[CH:9][N:10]([CH2:19][CH2:20][C:21](=[O:22])[OH:23])[CH:11]3[N:12]=[CH:13][N:14]=[C:15]([NH:17][CH3:18])[CH:16]23)[cH:5][cH:6][cH:7]1.